Dataset: the Open Reaction Database (ORD), a public repository of structured organic reaction records. Task: describe an organic reaction: reactants, conditions, products, and yield Reactants: Cc1oc(-c2ccccc2)nc1COc1ccc(CON)cc1, COC(=O)CCCCCCC(=O)c1ccc(OC)cc1, CC(=O)O, CC(=O)[O-], CO, [Na+], O. The product is COC(=O)CCCCCCC(=NOCc1ccc(OCc2nc(-c3ccccc3)oc2C)cc1)c1ccc(OC)cc1. RXN SMILES: [CH3:1][c:2]1[c:3]([CH2:13][O:14][c:15]2[cH:16][cH:17][c:18]([CH2:19][O:20][NH2:21])[cH:22][cH:23]2)[n:4][c:5](-[c:7]2[cH:8][cH:9][cH:10][cH:11][cH:12]2)[o:6]1.[CH3:24][O:25][c:26]1[cH:27][cH:28][c:29]([C:32]([CH2:33][CH2:34][CH2:35][CH2:36][CH2:37][CH2:38][C:39](=[O:40])[O:41][CH3:42])=[O:43])[cH:30][cH:31]1.[CH3:44][C:45](=[O:46])[OH:47].[CH3:49][C:50](=[O:51])[O-:52].[CH3:54][OH:55].[Na+:48].[OH2:53]>>[CH3:1][c:2]1[c:3]([CH2:13][O:14][c:15]2[cH:16][cH:17][c:18]([CH2:19][O:20][N:21]=[C:32]([c:29]3[cH:28][cH:27][c:26]([O:25][CH3:24])[cH:31][cH:30]3)[CH2:33][CH2:34][CH2:35][CH2:36][CH2:37][CH2:38][C:39](=[O:40])[O:41][CH3:42])[cH:22][cH:23]2)[n:4][c:5](-[c:7]2[cH:8][cH:9][cH:10][cH:11][cH:12]2)[o:6]1. As a reaction SMILES: Cl[C:2]1[CH:22]=[CH:21][C:5]([C:6]([NH:8][C:9]2[CH:14]=[CH:13][C:12]([CH:15]3[CH2:20][CH2:19][CH2:18][CH2:17][CH2:16]3)=[CH:11][CH:10]=2)=[O:7])=[CH:4][N:3]=1.O.[NH2:24][NH2:25]>C(O)C>[CH:15]1([C:12]2[CH:13]=[CH:14][C:9]([NH:8][C:6](=[O:7])[C:5]3[CH:21]=[CH:22][C:2]([NH:24][NH2:25])=[N:3][CH:4]=3)=[CH:10][CH:11]=2)[CH2:20][CH2:19][CH2:18][CH2:17][CH2:16]1 |f:1.2|. Procedure: 6-Chloro-N-(4-cyclohexylphenyl)nicotinamide (0.40 g) and hydrazine monohydrate (3 mL) were suspended in ethanol (6 mL), and the suspension was heated to reflux for 2 hours. The reaction solution was concentrated under reduced pressure, and the obtained solid was then collected by filtration and washed with an ethyl acetate-ethanol mixed solvent. The solid was dried under reduced pressure to obtain the title compound (0.39 g) as a white solid (yield: 99%). Reactants: ClC1=NC=C(C(=O)NC2=CC=C(C=C2)C2CCCCC2)C=C1 (6-Chloro-N-(4-cyclohexylphenyl)nicotinamide), O.NN (hydrazine monohydrate). Product: C1(CCCCC1)C1=CC=C(C=C1)NC(C1=CN=C(C=C1)NN)=O (N-(4-Cyclohexylphenyl)-6-hydrazinonicotinamide). The yield is 99.0%. Solvent: C(C)O (ethanol).